Dataset: the Open Reaction Database (ORD), a public repository of structured organic reaction records. Task: describe an organic reaction: reactants, conditions, products, and yield Starting materials: ClC1=NC(=C(C(=C1C#N)C1=CC=C(C=C1)OCCO)C#N)SCC=1N=C(SC1)C1=CC=C(C=C1)Cl (2-chloro-6-({(2-(4-chlorophenyl)-1,3-thiazol-4-yl)methyl}sulfanyl)-4-(4-(2-hydroxyethoxy)phenyl)pyridine-3,5-dicarbonitrile), C1(CCC1)N (cyclobutanamine). Solvent: CN(C)C=O (DMF). Product: ClC1=CC=C(C=C1)C=1SC=C(N1)CSC1=NC(=C(C(=C1C#N)C1=CC=C(C=C1)OCCO)C#N)NC1CCC1 (2-({(2-(4-Chlorophenyl)-1,3-thiazol-4-yl)methyl}sulfanyl)-6-(cyclobutylamino)-4-(4-(2-hydroxyethoxy)phenyl)pyridine-3,5-dicarbonitrile). Reaction SMILES: Cl[C:2]1[C:7]([C:8]#[N:9])=[C:6]([C:10]2[CH:15]=[CH:14][C:13]([O:16][CH2:17][CH2:18][OH:19])=[CH:12][CH:11]=2)[C:5]([C:20]#[N:21])=[C:4]([S:22][CH2:23][C:24]2[N:25]=[C:26]([C:29]3[CH:34]=[CH:33][C:32]([Cl:35])=[CH:31][CH:30]=3)[S:27][CH:28]=2)[N:3]=1.[CH:36]1([NH2:40])[CH2:39][CH2:38][CH2:37]1>CN(C=O)C>[Cl:35][C:32]1[CH:31]=[CH:30][C:29]([C:26]2[S:27][CH:28]=[C:24]([CH2:23][S:22][C:4]3[C:5]([C:20]#[N:21])=[C:6]([C:10]4[CH:11]=[CH:12][C:13]([O:16][CH2:17][CH2:18][OH:19])=[CH:14][CH:15]=4)[C:7]([C:8]#[N:9])=[C:2]([NH:40][CH:36]4[CH2:39][CH2:38][CH2:37]4)[N:3]=3)[N:25]=2)=[CH:34][CH:33]=1. Procedure details: At RT, 80 mg (0.15 mmol) of 2-chloro-6-({(2-(4-chlorophenyl)-1,3-thiazol-4-yl)methyl}sulfanyl)-4-(4-(2-hydroxyethoxy)phenyl)pyridine-3,5-dicarbonitrile (Example 2A) and 26 μl (0.30 mmol) of cyclobutanamine were stirred in 1.5 ml of DMF overnight. The reaction mixture was then purified by preparative HPLC (acetonitrile/water). This gave 56 mg (65% of theory) of the target compound. The reactants are OC(C[C@@]1(CCN(C(O1)=O)[C@@H](C)C1=CC=C(C=C1)B1OC(C(O1)(C)C)(C)C)C1=CC=CC=C1)(C)C ((S)-6-(2-hydroxy-2-methylpropyl)-6-phenyl-3-[(S)-1-(4-(4,4,5,5-tetramethyl-1,3,2-dioxaborolan-2-yl)phenyl)ethyl]-1,3-oxazinan-2-one), BrC1=CC(N(C=C1)CC(COC)C)=O (4-bromo-1-(3-methoxy-2-methyl-propyl)-1H-pyridin-2-one). Yields the product OC(C[C@@]1(CCN(C(O1)=O)[C@@H](C)C1=CC=C(C=C1)C1=CC(N(C=C1)CC(COC)C)=O)C1=CC=CC=C1)(C)C ((S)-6-(2-Hydroxy-2-methyl-propyl)-3-((S)-1-{4-[1-(3-methoxy-2-methyl-propyl)-2-oxo-1,2-dihydro-pyridin-4-yl]-phenyl}-ethyl)-6-phenyl-[1,3]oxazinan-2-one). As a reaction SMILES: [OH:1][C:2]([CH3:35])([CH3:34])[CH2:3][C@@:4]1([C:28]2[CH:33]=[CH:32][CH:31]=[CH:30][CH:29]=2)[O:9][C:8](=[O:10])[N:7]([C@H:11]([C:13]2[CH:18]=[CH:17][C:16](B3OC(C)(C)C(C)(C)O3)=[CH:15][CH:14]=2)[CH3:12])[CH2:6][CH2:5]1.Br[C:37]1[CH:42]=[CH:41][N:40]([CH2:43][CH:44]([CH3:48])[CH2:45][O:46][CH3:47])[C:39](=[O:49])[CH:38]=1>>[OH:1][C:2]([CH3:34])([CH3:35])[CH2:3][C@@:4]1([C:28]2[CH:33]=[CH:32][CH:31]=[CH:30][CH:29]=2)[O:9][C:8](=[O:10])[N:7]([C@H:11]([C:13]2[CH:14]=[CH:15][C:16]([C:37]3[CH:42]=[CH:41][N:40]([CH2:43][CH:44]([CH3:48])[CH2:45][O:46][CH3:47])[C:39](=[O:49])[CH:38]=3)=[CH:17][CH:18]=2)[CH3:12])[CH2:6][CH2:5]1. Procedure: The title compound was prepared from (S)-6-(2-hydroxy-2-methylpropyl)-6-phenyl-3-[(S)-1-(4-(4,4,5,5-tetramethyl-1,3,2-dioxaborolan-2-yl)phenyl)ethyl]-1,3-oxazinan-2-one and 4-bromo-1-(3-methoxy-2-methyl-propyl)-1H-pyridin-2-one following a procedure analogous to that described in Example 75 Method 1. Mass spectrum (ESI+): m/z=533 [M+H]+.